describe an organic reaction: reactants, conditions, products, and yield From a dataset of the Open Reaction Database (ORD), a public repository of structured organic reaction records. Reactants: BrC1=NC=C(C=C1N)F (2-bromo-5-fluoropyridin-3-amine), TEA, Cu(I)I, C[Si](C)(C)C#C ((trimethylsilyl)acetylene). Reagents/catalysts: Cl[Pd]([P](C1=CC=CC=C1)(C2=CC=CC=C2)C3=CC=CC=C3)([P](C4=CC=CC=C4)(C5=CC=CC=C5)C6=CC=CC=C6)Cl (PdCl2(PPh3)2). Run in C1CCOC1 (THF). Conditions: time 2 hour. The product is FC=1C=C(C(=NC1)C#C[Si](C)(C)C)N (5-fluoro-2-((trimethylsilyl)ethynyl)pyridin-3-amine). Isolated yield 55.5%. As a reaction SMILES: Br[C:2]1[C:7]([NH2:8])=[CH:6][C:5]([F:9])=[CH:4][N:3]=1.[CH3:10][Si:11]([C:14]#[CH:15])([CH3:13])[CH3:12]>C1COCC1.Cl[Pd](Cl)([P](C1C=CC=CC=1)(C1C=CC=CC=1)C1C=CC=CC=1)[P](C1C=CC=CC=1)(C1C=CC=CC=1)C1C=CC=CC=1>[F:9][C:5]1[CH:6]=[C:7]([NH2:8])[C:2]([C:15]#[C:14][Si:11]([CH3:13])([CH3:12])[CH3:10])=[N:3][CH:4]=1 |^1:23,42|. Reported procedure: To a mixture of 2-bromo-5-fluoropyridin-3-amine (3.3 g, 17.3 mmol), TEA (7.3 mL, 51.9 mmol), PdCl2(PPh3)2 (1.2 g, 1.73 mmol), and Cu(I)I (0.33 g, 1.73 mmol) in THF (50 mL) at 0° C. under nitrogen was added a solution of (trimethylsilyl)acetylene (3.39 mL, 34.6 mmol). The mixture was stirred at RT for 2 h and then concentrated under reduced pressure. The residue was purified by SiO2 chromatography eluting with petroleum ether/EtOAc (5:1) to afford 2.0 g (915) of 5-fluoro-2-((trimethylsilyl)ethyny...